From a dataset of the Open Reaction Database (ORD), a public repository of structured organic reaction records. describe an organic reaction: reactants, conditions, products, and yield The reactants are BrC1=CC=C(OCCN2CCCCC2)C=C1 (1-[2-(4-bromophenoxy)-ethyl]-piperidine), C(CCC)[Li] (n-butyl lithium), C(C)(C)(C)[Si](OC=1C=CC=2C3=C(COC2C1)C=1C=CC(=CC1OC3=O)O[Si](C)(C)C(C)(C)C)(C)C (2,8-bis-(tert-butyl-dimethyl-silyloxy)-11H-chromeno[4,3-c]chromen-5-one), C[Mg]Br (methyl magnesium bromide). Solvent: C1CCOC1 (THF), C1CCOC1 (THF). Reaction conditions: temperature -78 celsius, time 0.5 hour. Yields the product C(C)(C)(C)[Si](OC=1C=CC(=C(C1)O)C=1COC2=CC(=CC=C2C1C(C)(C1=CC=C(C=C1)OCCN1CCCCC1)O)O[Si](C)(C)C(C)(C)C)(C)C (5-(tert-butyl-dimethyl-silyloxy)-2-(7-(tert-butyl-dimethyl-silyloxy)-4-{1-hydroxy-1-[4-(2-piperidin-1-yl-ethoxy)-phenyl]-ethyl}-2H-chromen-3-yl)-phenol). As a reaction SMILES: Br[C:2]1[CH:16]=[CH:15][C:5]([O:6][CH2:7][CH2:8][N:9]2[CH2:14][CH2:13][CH2:12][CH2:11][CH2:10]2)=[CH:4][CH:3]=1.[CH2:17]([Li])CCC.[C:22]([Si:26]([CH3:56])([CH3:55])[O:27][C:28]1[CH:29]=[CH:30][C:31]2[C:32]3[C:45](=[O:46])[O:44][C:43]4[CH:42]=[C:41]([O:47][Si:48]([C:51]([CH3:54])([CH3:53])[CH3:52])([CH3:50])[CH3:49])[CH:40]=[CH:39][C:38]=4[C:33]=3[CH2:34][O:35][C:36]=2[CH:37]=1)([CH3:25])([CH3:24])[CH3:23].C[Mg]Br>C1COCC1>[C:51]([Si:48]([CH3:50])([CH3:49])[O:47][C:41]1[CH:40]=[CH:39][C:38]([C:33]2[CH2:34][O:35][C:36]3[C:31]([C:32]=2[C:45]([OH:46])([C:2]2[CH:16]=[CH:15][C:5]([O:6][CH2:7][CH2:8][N:9]4[CH2:14][CH2:13][CH2:12][CH2:11][CH2:10]4)=[CH:4][CH:3]=2)[CH3:17])=[CH:30][CH:29]=[C:28]([O:27][Si:26]([C:22]([CH3:23])([CH3:25])[CH3:24])([CH3:55])[CH3:56])[CH:37]=3)=[C:43]([OH:44])[CH:42]=1)([CH3:54])([CH3:52])[CH3:53]. Procedure: To a solution of 1-[2-(4-bromophenoxy)-ethyl]-piperidine (360 mg, 1.27 mmol) in THF (7.5 mL) at −78° C., was added n-butyl lithium (1.6 M in hexane, 773 μL, 1.24 mmol). The reaction mixture was stirred at −78° C. for 0.5 hours. To the reaction mixture was then added 2,8-bis-(tert-butyl-dimethyl-silyloxy)-11H-chromeno[4,3-c]chromen-5-one, prepared as in Example 22, (158 mg, 0.31 mmol) in THF (3 mL) and the mixture was stirred at −78° C. for 1.5 hours. To the reaction mixture was then added methyl... Reactants: O=S(=O)(Cl)c1c(F)cccc1F, Nc1ccc2[nH]nc(N)c2c1, C1CCOC1, c1ccncc1. Yields the product Nc1n[nH]c2ccc(NS(=O)(=O)c3c(F)cccc3F)cc12. As a reaction SMILES: [F:18][c:19]1[c:20]([S:26](=[O:27])(=[O:28])[Cl:29])[c:21]([F:25])[cH:22][cH:23][cH:24]1.[NH2:1][c:2]1[n:3][nH:4][c:5]2[cH:6][cH:7][c:8]([NH2:11])[cH:9][c:10]12.[O:30]1[CH2:31][CH2:32][CH2:33][CH2:34]1.[cH:12]1[cH:13][cH:14][n:15][cH:16][cH:17]1>>[NH2:1][c:2]1[n:3][nH:4][c:5]2[cH:6][cH:7][c:8]([NH:11][S:26]([c:20]3[c:19]([F:18])[cH:24][cH:23][cH:22][c:21]3[F:25])(=[O:27])=[O:28])[cH:9][c:10]12. Reactants: C(C)(C)(C)OC(=O)OC1=CC=C(C=O)C=C1 (4-(tert.-butoxycarbonyloxy)-benzaldehyde), CO (methanol), C1(=CC=CC=C1)C (toluene). The reagents and catalysts are RhCl3. Solvent: C(OC)(OC)OC (trimethyl orthoformate). Reaction conditions: time 8 hour. Product: COC(C1=CC=C(C=C1)OC(=O)OC(C)(C)C)OC (4-tert.-butoxycarbonyloxy-benzaldehyde dimethylacetal). As a reaction SMILES: [C:1]([O:5][C:6]([O:8][C:9]1[CH:16]=[CH:15][C:12]([CH:13]=[O:14])=[CH:11][CH:10]=1)=[O:7])([CH3:4])([CH3:3])[CH3:2].[C:17]1(C)C=CC=CC=1.[CH3:24][OH:25]>C(OC)(OC)OC>[CH3:24][O:25][CH:13]([O:14][CH3:17])[C:12]1[CH:11]=[CH:10][C:9]([O:8][C:6]([O:5][C:1]([CH3:4])([CH3:2])[CH3:3])=[O:7])=[CH:16][CH:15]=1. Procedure details: Two g (9 mmol) of 4-(tert.-butoxycarbonyloxy)-benzaldehyde were dissolved at room temperature in 10 ml of methanol and 1.2 ml of trimethyl orthoformate. To obtain complete solution, 1.5 ml of toluene were added. This was followed by the addition of 3.75 mg of RhCl3 [CH3C(CH2PPh2)3 ] as catalyst. The mixture was then stirred overnight at room temperature. The solvents were separated off by steam distillation and the oily residue was taken up in a little toluene. The rhodium catalyst was filtered ...